From a dataset of the Open Reaction Database (ORD), a public repository of structured organic reaction records. describe an organic reaction: reactants, conditions, products, and yield The reactants are Cc1cnc(CCCOCc2ccccc2)o1, CCO. Yields the product Cc1cnc(CCCO)o1. As a reaction SMILES: [CH2:1]([c:2]1[cH:3][cH:4][cH:5][cH:6][cH:7]1)[O:8][CH2:9][CH2:10][CH2:11][c:12]1[o:13][c:14]([CH3:17])[cH:15][n:16]1.[CH3:18][CH2:19][OH:20]>>[OH:8][CH2:9][CH2:10][CH2:11][c:12]1[o:13][c:14]([CH3:17])[cH:15][n:16]1.